Task: describe an organic reaction: reactants, conditions, products, and yield. Dataset: the Open Reaction Database (ORD), a public repository of structured organic reaction records Starting materials: Cc1ccccc1, Cl, Cl, Cl, O=C(OCc1cncs1)Oc1ccc([N+](=O)[O-])cc1, NC(Cc1ccccc1)CC(O)C(N)Cc1ccccc1, CN(C)C=O, O, OB(O)c1ccccc1. Product: NC(Cc1ccccc1)CC(O)C(Cc1ccccc1)NC(=O)OCc1cncs1. As a reaction SMILES: [CH3:53][c:54]1[cH:55][cH:56][cH:57][cH:58][cH:59]1.[ClH:1].[ClH:2].[ClH:65].[N+:34]([c:35]1[cH:36][cH:37][c:38]([O:43][C:44](=[O:39])[O:46][CH2:47][c:48]2[cH:49][n:50][cH:51][s:52]2)[cH:40][cH:41]1)([O-:42])=[O:45].[NH2:3][CH:4]([CH2:5][c:6]1[cH:7][cH:8][cH:9][cH:10][cH:11]1)[CH:12]([CH2:13][CH:14]([CH2:15][c:16]1[cH:17][cH:18][cH:19][cH:20][cH:21]1)[NH2:22])[OH:23].[O:60]=[CH:61][N:62]([CH3:63])[CH3:64].[OH2:33].[OH:24][B:25]([c:26]1[cH:27][cH:28][cH:29][cH:30][cH:31]1)[OH:32]>>[NH:3]([CH:4]([CH2:5][c:6]1[cH:7][cH:8][cH:9][cH:10][cH:11]1)[CH:12]([CH2:13][CH:14]([CH2:15][c:16]1[cH:17][cH:18][cH:19][cH:20][cH:21]1)[NH2:22])[OH:23])[C:44](=[O:43])[O:46][CH2:47][c:48]1[cH:49][n:50][cH:51][s:52]1. Starting materials: CC1=CC=2C3C(NC2C=C1)CCNC3 (8-methyl-2,3,4,4a,5,9b-hexahydro-1H-pyrido[4,3-b]indole), C(CO)Br (ethylene bromohydrin), C([O-])([O-])=O.[K+].[K+] (potassium carbonate). Solvent: C(C)C(=O)C (methyl ethyl ketone). Reaction conditions: time 16 hour. Yields the product OCCN1CC2C(NC=3C=CC(=CC23)C)CC1 (2-(β-hydroxyethyl)-8-methyl-2,3,4,4a,5,9b-hexahydro-1H-pyrido[4,3-b]indole). Reaction SMILES: [CH3:1][C:2]1[CH:10]=[CH:9][C:8]2[NH:7][CH:6]3[CH2:11][CH2:12][NH:13][CH2:14][CH:5]3[C:4]=2[CH:3]=1.[CH2:15](Br)[CH2:16][OH:17].C(=O)([O-])[O-].[K+].[K+]>C(C(C)=O)C>[OH:17][CH2:16][CH2:15][N:13]1[CH2:12][CH2:11][CH:6]2[NH:7][C:8]3[CH:9]=[CH:10][C:2]([CH3:1])=[CH:3][C:4]=3[CH:5]2[CH2:14]1 |f:2.3.4|. Procedure: A mixture of 8-methyl-2,3,4,4a,5,9b-hexahydro-1H-pyrido[4,3-b]indole (10.0 g), ethylene bromohydrin (8.0 g) and potassium carbonate (14.6 g) in methyl ethyl ketone (80 ml) is refluxed with stirring for 16 hours. The insoluble materials are filtered off and the filtrate is concentrated under reduced pressure. The resulting residue is dissolved in a dilute hydrochloric acid. The dilute hydrochloric acid layer is separated, washed with benzene, made alkaline with aqueous sodium hydroxide and then e...